Dataset: the Open Reaction Database (ORD), a public repository of structured organic reaction records. Task: describe an organic reaction: reactants, conditions, products, and yield The reactants are O (water), FC=1C(=C(C(=O)OC2=CC=CC=C2)C(=CC1)O)C (Phenyl 3-fluoro-6-hydroxy-2-methylbenzoate), [N+](=O)(O)[O-] (HNO3). The reagents and catalysts are [Br-].C(CCC)[N+](CCCC)(CCCC)CCCC (tetrabutyl ammonium bromide). Solvent: C(Cl)Cl (CH2Cl2). Run at temperature 26 celsius, time 20 hour. The product is FC=1C(=C(C(=O)OC2=CC=CC=C2)C(=C(C1)[N+](=O)[O-])O)C (phenyl 3-fluoro-6-hydroxy-2-methyl-5-nitrobenzoate). Isolated yield 109.3%. As a reaction SMILES: [F:1][C:2]1[C:3]([CH3:18])=[C:4]([C:14]([OH:17])=[CH:15][CH:16]=1)[C:5]([O:7][C:8]1[CH:13]=[CH:12][CH:11]=[CH:10][CH:9]=1)=[O:6].O.[N+:20]([O-])([OH:22])=[O:21]>C(Cl)Cl.[Br-].C([N+](CCCC)(CCCC)CCCC)CCC>[F:1][C:2]1[C:3]([CH3:18])=[C:4]([C:14]([OH:17])=[C:15]([N+:20]([O-:22])=[O:21])[CH:16]=1)[C:5]([O:7][C:8]1[CH:13]=[CH:12][CH:11]=[CH:10][CH:9]=1)=[O:6] |f:4.5|. Procedure details: A 30 L 4-neck flask equipped with mechanical stirrer, thermometer and addition funnel was charged with a solution of compound 63 (1100 g, 4.47 mol) in CH2Cl2 (8.0 L) followed by water (8.1 L) and tetrabutyl ammonium bromide (144 g, 0.45 mol). Aqueous HNO3 (591 mL, 68 w %, 8.94 mol) was added to the stirred two-phase reaction mixture at 24˜27° C. over 3 min and the mixture was stirred at 24-28° C. for 20 h. The two layers were separated and the aqueous layer was extracted with CH2Cl2 (4×1.0 L). T... The reactants are C(C1=CC=CC=C1)OC(=O)NCC(=O)O (N-benzyloxycarbonylglycine), C(=O)(N1C=NC=C1)N1C=NC=C1 (1,1′-carbonyldiimidazole), [Cl-].[Mg+2].[Cl-] (magnesium chloride), C(C)OC(CC(=O)[O-])=O.[K+] (potassium malonate ethyl ester). Run in C(C)#N (acetonitrile). Run at temperature 23 celsius, time 30 minute. Yields the product C(C1=CC=CC=C1)OC(=O)NCC(CC(=O)OCC)=O (ethyl 4-benzyloxycarbonylamino-3-oxobutyrate). Isolated yield 100.1%. As a reaction SMILES: [CH2:1]([O:8][C:9]([NH:11][CH2:12][C:13]([OH:15])=O)=[O:10])[C:2]1[CH:7]=[CH:6][CH:5]=[CH:4][CH:3]=1.C(N1C=CN=C1)(N1C=CN=C1)=O.[CH2:28]([O:30][C:31](=[O:36])[CH2:32]C([O-])=O)[CH3:29].[K+].[Cl-].[Mg+2].[Cl-]>C(#N)C>[CH2:1]([O:8][C:9]([NH:11][CH2:12][C:13](=[O:15])[CH2:32][C:31]([O:30][CH2:28][CH3:29])=[O:36])=[O:10])[C:2]1[CH:3]=[CH:4][CH:5]=[CH:6][CH:7]=1 |f:2.3,4.5.6|. Procedure details: In a 1 liter four-necked flask were charged 50 g (0.24 mol) of N-benzyloxycarbonylglycine and 300 ml of acetonitrile in a nitrogen stream, and 39.5 g (0.24 mol) of 1,1′-carbonyldiimidazole was added thereto over 30 minutes, followed by stirring at room temperature (22 to 24° C.) for 2 hours. After cooling to 7° C., 61.0 g (0.36 mol) of potassium malonate ethyl ester was added over 5 minutes, and 23.0 g (0.24 mol) of magnesium chloride was added over 30 minutes, followed by stirring at room tempe... Starting materials: CC(C)(C)OC(=O)NC(Cc1ccccc1C(F)(F)F)C(=O)O, CCN(C(C)C)C(C)C, ClC(Cl)Cl, Cc1c(Cl)nn(C)c1-c1csc(C(=O)O)c1, NC(CC1CCCCC1)CN1C(=O)c2ccccc2C1=O. Product: Cc1c(Cl)nn(C)c1-c1csc(C(=O)NC(CC2CCCCC2)CN2C(=O)c3ccccc3C2=O)c1. RXN SMILES: [CH3:38][C:39]([O:40][C:41]([NH:42][CH:43]([C:44]([OH:45])=[O:46])[CH2:47][c:48]1[cH:49][cH:50][cH:51][cH:52][c:53]1[C:54]([F:55])([F:56])[F:57])=[O:58])([CH3:59])[CH3:60].[CH:61]([N:62]([CH2:63][CH3:64])[CH:65]([CH3:66])[CH3:67])([CH3:68])[CH3:69].[CH:70]([Cl:71])([Cl:72])[Cl:73].[Cl:1][c:2]1[n:3][n:4]([CH3:16])[c:5](-[c:8]2[cH:9][c:10]([C:13](=[O:14])[OH:15])[s:11][cH:12]2)[c:6]1[CH3:7].[NH2:17][CH:18]([CH2:19][N:20]1[C:21](=[O:30])[c:22]2[cH:23][cH:24][cH:25][cH:26][c:27]2[C:28]1=[O:29])[CH2:31][CH:32]1[CH2:33][CH2:34][CH2:35][CH2:36][CH2:37]1>>[Cl:1][c:2]1[n:3][n:4]([CH3:16])[c:5](-[c:8]2[cH:9][c:10]([C:13](=[O:15])[NH:17][CH:18]([CH2:19][N:20]3[C:21](=[O:30])[c:22]4[cH:23][cH:24][cH:25][cH:26][c:27]4[C:28]3=[O:29])[CH2:31][CH:32]3[CH2:33][CH2:34][CH2:35][CH2:36][CH2:37]3)[s:11][cH:12]2)[c:6]1[CH3:7]. Starting materials: FC1=CC=C(C=C1)C1=C(C(=NC2=CC=CC=C12)C(C)C)/C=C/CO ((E)-3-[4-(4-fluorophenyl)-2-(1-methylethyl)-3-quinolinyl]-2-propen-1-ol), C1(=CC=CC=C1)P(C1=CC=CC=C1)C1=CC=CC=C1 (triphenylphosphine), COC(C(=O)C1=CC=C(C=C1)O)=O (4-hydroxyphenylglyoxylic acid methyl ester), N(=NC(=O)OCC)C(=O)OCC (diethyl azodicarboxylate). The solvent is O1CCCC1 (tetrahydrofuran). The product is COC(C(C1=CC=C(C=C1)OC\C=C\C=1C(=NC2=CC=CC=C2C1C1=CC=C(C=C1)F)C(C)C)=O)=O ((E)-4-[3-[4-(4-fluorophenyl)-2-(1-methylethyl)-3-quinolinyl]-2-propenyloxy]-alpha-oxobenzeneacetic acid methyl ester). Yield: 62.5%. RXN SMILES: [F:1][C:2]1[CH:7]=[CH:6][C:5]([C:8]2[C:17]3[C:12](=[CH:13][CH:14]=[CH:15][CH:16]=3)[N:11]=[C:10]([CH:18]([CH3:20])[CH3:19])[C:9]=2/[CH:21]=[CH:22]/[CH2:23][OH:24])=[CH:4][CH:3]=1.[CH3:25][O:26][C:27](=[O:37])[C:28]([C:30]1[CH:35]=[CH:34][C:33](O)=[CH:32][CH:31]=1)=[O:29].N(C(OCC)=O)=NC(OCC)=O.C1(P(C2C=CC=CC=2)C2C=CC=CC=2)C=CC=CC=1>O1CCCC1>[CH3:25][O:26][C:27](=[O:37])[C:28](=[O:29])[C:30]1[CH:31]=[CH:32][C:33]([O:24][CH2:23]/[CH:22]=[CH:21]/[C:9]2[C:10]([CH:18]([CH3:20])[CH3:19])=[N:11][C:12]3[C:17]([C:8]=2[C:5]2[CH:6]=[CH:7][C:2]([F:1])=[CH:3][CH:4]=2)=[CH:16][CH:15]=[CH:14][CH:13]=3)=[CH:34][CH:35]=1. Reported procedure: As in Example 15, (E)-3-[4-(4-fluorophenyl)-2-(1-methylethyl)-3-quinolinyl]-2-propen-1-ol (1.0 g) was coupled with 4-hydroxyphenylglyoxylic acid methyl ester (0.565 g) in the presence of diethyl azodicarboxylate (0.683 g) and triphenylphosphine (1.02 g) in tetrahydrofuran (30 mL). The usual work up, followed by purification of the crude product by flash chromatography over silica gel (50 g; diethyl ether-hexane; 1:4) and crystallization from diethyl ether to provide 0.94 g of (E)-4-[3-[4-(4-fluo... The reactants are [Al+3], O=C(O)C(O)C(O)C(=O)O, CCOCC, [Cl-], C=C(CC(O)(C(=O)OCC)C(F)(F)F)c1ccc(Cl)c(F)c1OC, [H-], [H-], [H-], [H-], [Li+], [NH4+]. Yields the product C=C(CC(O)(C=O)C(F)(F)F)c1ccc(Cl)c(F)c1OC. Reaction SMILES: [Al+3:26].[C:33]([OH:34])(=[O:35])[CH:36]([CH:37]([C:38]([OH:39])=[O:40])[OH:41])[OH:42].[CH3:43][CH2:44][O:45][CH2:46][CH3:47].[Cl-:31].[Cl:1][c:2]1[c:3]([F:24])[c:4]([O:22][CH3:23])[c:5]([C:8]([CH2:9][C:10]([C:11](=[O:12])[O:13][CH2:14][CH3:15])([C:16]([F:17])([F:18])[F:19])[OH:20])=[CH2:21])[cH:6][cH:7]1.[H-:25].[H-:28].[H-:29].[H-:30].[Li+:27].[NH4+:32]>>[Cl:1][c:2]1[c:3]([F:24])[c:4]([O:22][CH3:23])[c:5]([C:8]([CH2:9][C:10]([CH:11]=[O:12])([C:16]([F:17])([F:18])[F:19])[OH:20])=[CH2:21])[cH:6][cH:7]1. The reactants are O=CO, CCc1cc(C(=O)c2ccccc2Cl)c(-n2c(C)nnc2CNC(=O)Nc2cccc(CC(=O)OC(C)(C)C)c2)s1. Product: CCc1cc(C(=O)c2ccccc2Cl)c(-n2c(C)nnc2CNC(=O)Nc2cccc(CC(=O)O)c2)s1. Reaction SMILES: [CH:42]([OH:43])=[O:44].[Cl:1][c:2]1[c:3]([C:4](=[O:5])[c:6]2[c:7](-[n:13]3[c:14]([CH2:19][NH:20][C:21]([NH:22][c:23]4[cH:24][c:25]([CH2:29][C:30](=[O:31])[O:32][C:33]([CH3:34])([CH3:35])[CH3:36])[cH:26][cH:27][cH:28]4)=[O:37])[n:15][n:16][c:17]3[CH3:18])[s:8][c:9]([CH2:11][CH3:12])[cH:10]2)[cH:38][cH:39][cH:40][cH:41]1>>[Cl:1][c:2]1[c:3]([C:4](=[O:5])[c:6]2[c:7](-[n:13]3[c:14]([CH2:19][NH:20][C:21]([NH:22][c:23]4[cH:24][c:25]([CH2:29][C:30](=[O:31])[OH:32])[cH:26][cH:27][cH:28]4)=[O:37])[n:15][n:16][c:17]3[CH3:18])[s:8][c:9]([CH2:11][CH3:12])[cH:10]2)[cH:38][cH:39][cH:40][cH:41]1.